This data is from the Open Reaction Database (ORD), a public repository of structured organic reaction records. The task is: describe an organic reaction: reactants, conditions, products, and yield Starting materials: CCCCc1ccc(C(=O)Cl)cc1, NCc1c[nH]c(=S)n1C1CCc2c(F)cc(F)cc2C1, c1ccncc1. The product is CCCCc1ccc(C(=O)NCc2c[nH]c(=S)n2C2CCc3c(F)cc(F)cc3C2)cc1. As a reaction SMILES: [CH2:21]([CH2:22][CH2:23][CH3:24])[c:25]1[cH:26][cH:27][c:28]([C:29](=[O:30])[Cl:31])[cH:32][cH:33]1.[NH2:1][CH2:2][c:3]1[cH:4][nH:5][c:6](=[S:20])[n:7]1[CH:8]1[CH2:9][c:10]2[cH:11][c:12]([F:19])[cH:13][c:14]([F:18])[c:15]2[CH2:16][CH2:17]1.[cH:34]1[cH:35][cH:36][n:37][cH:38][cH:39]1>>[NH:1]([CH2:2][c:3]1[cH:4][nH:5][c:6](=[S:20])[n:7]1[CH:8]1[CH2:9][c:10]2[cH:11][c:12]([F:19])[cH:13][c:14]([F:18])[c:15]2[CH2:16][CH2:17]1)[C:29]([c:28]1[cH:27][cH:26][c:25]([CH2:21][CH2:22][CH2:23][CH3:24])[cH:33][cH:32]1)=[O:30]. Starting materials: BrC=1C=C(C=O)C=C(C1NCCOC)S(=O)(=O)N1CCCC1 (3-Bromo-4-(2-methoxy-ethylamino)-5-(pyrrolidine-1-sulfonyl)-benzaldehyde), C/C(=C\C#N)/N (3-aminocrotonitrile), C(CC)C1CC(CC(C1)=O)=O (5-propylcyclohexane-1,3-dione). Run in C(C)O (ethanol). Run at temperature 80 celsius, time 17 hour. The product is BrC=1C=C(C=C(C1NCCOC)S(=O)(=O)N1CCCC1)C1C(=C(NC=2CC(CC(C12)=O)CCC)C)C#N (4-[3-Bromo-4-(2-methoxy-ethylamino)-5-(pyrrolidine-1-sulfonyl)-phenyl]-2-methyl-5-oxo-7-propyl-1,4,5,6,7,8-hexahydro-quinoline-3-carbonitrile). Reaction SMILES: [Br:1][C:2]1[CH:3]=[C:4]([CH:7]=[C:8]([S:15]([N:18]2[CH2:22][CH2:21][CH2:20][CH2:19]2)(=[O:17])=[O:16])[C:9]=1[NH:10][CH2:11][CH2:12][O:13][CH3:14])[CH:5]=O.[CH3:23]/[C:24](/[NH2:28])=[CH:25]\[C:26]#[N:27].[CH2:29]([CH:32]1[CH2:37][C:36](=[O:38])[CH2:35][C:34](=O)[CH2:33]1)[CH2:30][CH3:31]>C(O)C>[Br:1][C:2]1[CH:3]=[C:4]([CH:5]2[C:35]3[C:36](=[O:38])[CH2:37][CH:32]([CH2:29][CH2:30][CH3:31])[CH2:33][C:34]=3[NH:28][C:24]([CH3:23])=[C:25]2[C:26]#[N:27])[CH:7]=[C:8]([S:15]([N:18]2[CH2:22][CH2:21][CH2:20][CH2:19]2)(=[O:17])=[O:16])[C:9]=1[NH:10][CH2:11][CH2:12][O:13][CH3:14]. Procedure details: A mixture of the product of step c (59 mg), 3-aminocrotonitrile (12.3 mg) and 5-propylcyclohexane-1,3-dione (23.1 mg) in ethanol (5 ml) was stirred at 80° C. for 17 h. The reaction mixture was concentrated in vacuo and the residue was purified by preparative HPLC (Method B). Yield: 57 mg. MS-ESI: [M+H]+=591.3/593.3; HPLC: Rt=18.43 min. Diast. ratio: 9:1